Dataset: the Open Reaction Database (ORD), a public repository of structured organic reaction records. Task: describe an organic reaction: reactants, conditions, products, and yield The reactants are FC(C1=CC=C(C=C1)C1=CC=C(S1)C(C)=O)(F)F (1-(5-(4-(trifluoromethyl)phenyl)thien-2-yl)ethanone), FC1=C(C=O)C=CC(=C1F)O (2,3-difluoro-4-hydroxybenzaldehyde). The product is FC1=C(C=CC(=C1F)O)C=CC(=O)C=1SC(=CC1)C1=CC=C(C=C1)C(F)(F)F (3-(2,3-Difluoro-4-hydroxyphenyl)-1-(5-(4-(trifluoromethyl)phenyl)thien-2-yl)prop-2-en-1-one). As a reaction SMILES: [F:1][C:2]([F:18])([F:17])[C:3]1[CH:8]=[CH:7][C:6]([C:9]2[S:13][C:12]([C:14](=[O:16])[CH3:15])=[CH:11][CH:10]=2)=[CH:5][CH:4]=1.[F:19][C:20]1[C:27]([F:28])=[C:26]([OH:29])[CH:25]=[CH:24][C:21]=1[CH:22]=O>>[F:19][C:20]1[C:27]([F:28])=[C:26]([OH:29])[CH:25]=[CH:24][C:21]=1[CH:22]=[CH:15][C:14]([C:12]1[S:13][C:9]([C:6]2[CH:5]=[CH:4][C:3]([C:2]([F:17])([F:1])[F:18])=[CH:8][CH:7]=2)=[CH:10][CH:11]=1)=[O:16]. Reported procedure: 3-(2,3-Difluoro-4-hydroxyphenyl)-1-(5-(4-(trifluoromethyl)phenyl)thien-2-yl)prop-2-en-1-one is prepared from 1-(5-(4-(trifluoromethyl)phenyl)thien-2-yl)ethanone and 2,3-difluoro-4-hydroxybenzaldehyde according to general procedure B. The evaporation residue is crystallized from acetonitrile.